From a dataset of the Open Reaction Database (ORD), a public repository of structured organic reaction records. describe an organic reaction: reactants, conditions, products, and yield Starting materials: C(C)OC(CC(C)(O)C1=CC=C(C=C1)C1=CC(=C(C=C1)Cl)Cl)=O (3-(3',4'-dichloro-4-biphenylyl)-3-hydroxybutyric acid ethyl ester), [OH-].[Na+] (NaOH). The solvent is C(C)(C)O (isopropanol). Conditions: time 24 hour. Product: ClC=1C=C(C=CC1Cl)C1=CC=C(C=C1)C(CC(=O)O)(C)O (3-(3',4'-dichloro-4-biphenylyl)-3-hydroxybutyric acid). As a reaction SMILES: C([O:3][C:4](=[O:23])[CH2:5][C:6]([C:9]1[CH:14]=[CH:13][C:12]([C:15]2[CH:20]=[CH:19][C:18]([Cl:21])=[C:17]([Cl:22])[CH:16]=2)=[CH:11][CH:10]=1)([OH:8])[CH3:7])C.[OH-].[Na+]>C(O)(C)C>[Cl:22][C:17]1[CH:16]=[C:15]([C:12]2[CH:11]=[CH:10][C:9]([C:6]([OH:8])([CH3:7])[CH2:5][C:4]([OH:23])=[O:3])=[CH:14][CH:13]=2)[CH:20]=[CH:19][C:18]=1[Cl:21] |f:1.2|. Reported procedure: 1 g. of 3-(3',4'-dichloro-4-biphenylyl)-3-hydroxybutyric acid ethyl ester and 0.2 g. of NaOH in 40 ml. of isopropanol are left to stand for 24 hours and the mixture is worked up to give 3-(3',4'-dichloro-4-biphenylyl)-3-hydroxybutyric acid, m.p. 124°-126°. RXN SMILES: [Cl:1][C:2]1[CH:34]=[CH:33][CH:32]=[CH:31][C:3]=1[CH2:4][O:5][C:6]([C:8]1C(C2C=CC=C([N+]([O-])=O)C=2)C(C(OC(C)C)=O)=C(C)[NH:12][C:13]=1[CH3:14])=[O:7]>C(O)C>[Cl:1][C:2]1[CH:34]=[CH:33][CH:32]=[CH:31][C:3]=1[CH2:4][O:5][C:6](=[O:7])/[CH:8]=[C:13](\[NH2:12])/[CH3:14]. Procedure details: Analogously to Example 1 heating a solution of 75 mmols of 3'-nitrobenzylideneacetoacetic acid isopropyl ester and 75 mmols of β-aminocrotonic acid 2-chlorobenzyl ester in 120 ml of ethanol gave 2,6-dimethyl-3-isopropoxycarbonyl-4-(3'-nitrophenyl)-1,4-dihydropyridine-5-carboxylic acid 2-chlorobenzyl ester of melting point 103° C (from ethanol). The reactants are ClC1=C(COC(=O)C=2C(C(=C(NC2C)C)C(=O)OC(C)C)C2=CC(=CC=C2)[N+](=O)[O-])C=CC=C1 (2,6-dimethyl-3-isopropoxycarbonyl-4-(3'-nitrophenyl)-1,4-dihydropyridine-5-carboxylic acid 2-chlorobenzyl ester). The yield is 73.0%. Product: 3'-nitrobenzylideneacetoacetic acid isopropyl ester, ClC1=C(COC(\C=C(\C)/N)=O)C=CC=C1 (β-aminocrotonic acid 2-chlorobenzyl ester). The solvent is C(C)O (ethanol), C(C)O (ethanol).